Dataset: the Open Reaction Database (ORD), a public repository of structured organic reaction records. Task: describe an organic reaction: reactants, conditions, products, and yield Reactants: C(CC(O)(C(=O)O)CC(=O)O)(=O)O (citric acid), BrC1=C(C=CC=C1)[C@@H](C)O ((R)-1-(2-Bromophenyl)ethanol), S(=O)(=O)(OC[C@H]1CO1)C1=CC=C([N+](=O)[O-])C=C1 ((R)-glycidyl nosylate), [H-].[Na+] (sodium hydride). Solvent: CN(C=O)C (N,N-dimethylformamide). Run at time 2 hour. The product is BrC1=C(C=CC=C1)[C@@H](C)OC[C@@H]1OC1 ((2R)-2-[[(1R)-1-(2-bromophenyl)ethoxy]methyl]oxirane). The yield is 85.8%. RXN SMILES: [Br:1][C:2]1[CH:7]=[CH:6][CH:5]=[CH:4][C:3]=1[C@H:8]([OH:10])[CH3:9].S(C1C=CC([N+]([O-])=O)=CC=1)(O[CH2:15][C@@H:16]1[O:18][CH2:17]1)(=O)=O.[H-].[Na+].C(O)(=O)CC(CC(O)=O)(C(O)=O)O>CN(C)C=O>[Br:1][C:2]1[CH:7]=[CH:6][CH:5]=[CH:4][C:3]=1[C@H:8]([O:10][CH2:15][C@H:16]1[CH2:17][O:18]1)[CH3:9] |f:2.3|. Procedure: (R)-1-(2-Bromophenyl)ethanol (30.0 g) and (R)-glycidyl nosylate(50.3 g) were dissolved in N,N-dimethylformamide (300 ml), sodium hydride (7.76 g, 60% in oil) was added and the mixture was stirred at room temperature for 2 hr. 10% Aqueous citric acid (600 ml) was added to the reaction mixture, and the mixture was extracted with ethyl acetate. The organic layer was washed successively with water and saturated brine, dried over anhydrous sodium sulfate, and concentrated under reduced pressure. The ... The reactants are BrC1=C(C=CC2=CC=C(C=C12)C#N)N(C(OC(C)(C)C)=O)CC=CCl (tert-butyl 1-bromo-7-cyano-2-naphthyl(3-chloro-2-propen-1-yl)carbamate), CCCC[SnH](CCCC)CCCC (Bu3SnH), CC(C)(C#N)N=NC(C)(C)C#N (AIBN). The solvent is C1=CC=CC=C1 (benzene). Product: ClCC1CN(C=2C=CC3=C(C12)C=C(C=C3)C#N)C(=O)OC(C)(C)C (tert-butyl 1-(chloromethyl)-8-cyano-1,2-dihydro-3H-benzo[e]indole-3-carboxylate). Yield: 91.6%. Reaction SMILES: Br[C:2]1[C:11]2[C:6](=[CH:7][CH:8]=[C:9]([C:12]#[N:13])[CH:10]=2)[CH:5]=[CH:4][C:3]=1[N:14]([CH2:22][CH:23]=[CH:24][Cl:25])[C:15](=[O:21])[O:16][C:17]([CH3:20])([CH3:19])[CH3:18].CCCC[SnH](CCCC)CCCC.CC(N=NC(C#N)(C)C)(C#N)C>C1C=CC=CC=1>[Cl:25][CH2:24][CH:23]1[C:2]2[C:11]3[CH:10]=[C:9]([C:12]#[N:13])[CH:8]=[CH:7][C:6]=3[CH:5]=[CH:4][C:3]=2[N:14]([C:15]([O:16][C:17]([CH3:20])([CH3:19])[CH3:18])=[O:21])[CH2:22]1. Procedure details: A mixture of 195 (3.00 g, 7.13 mmol), Bu3SnH (2.49 g, 8.55 mmol) and AIBN (120 mg, 0.71 mmol) in benzene (20 mL) was heated under reflux for 1.5 h. The benzene was removed under reduced pressure and the residue was triturated with pentane (×4) and recrystallised (MeOH) to give tert-butyl 1-(chloromethyl)-8-cyano-1,2-dihydro-3H-benzo[e]indole-3-carboxylate (196) (2.24 g, 92%) as colorless needles: mp 138-140° C.; 1H NMR (CDCl3) δ 8.35 (br s, 1H), 8.09 (s, 1H), 7.90 (d, J=8.5 Hz, 1H), 7.82 (d, J=9... Starting materials: C(CCC)OC(=O)C=1N=C(C2=CC(=CC=C2C1O)OC(C)C)Cl (1-chloro-4-hydroxy-7-isopropoxy-isoquinoline-3-carboxylic acid butyl ester), NC(CO)CO (2-amino-propane-1,3-diol). Product: OCC(CO)NC(=O)C=1N=C(C2=CC(=CC=C2C1O)OC(C)C)Cl (1-Chloro-4-hydroxy-7-isopropoxy-isoquinoline-3-carboxylic acid (2-hydroxy-1-hydroxymethyl-ethyl)-amide). As a reaction SMILES: C(O[C:6]([C:8]1[N:9]=[C:10]([Cl:23])[C:11]2[C:16]([C:17]=1[OH:18])=[CH:15][CH:14]=[C:13]([O:19][CH:20]([CH3:22])[CH3:21])[CH:12]=2)=[O:7])CCC.[NH2:24][CH:25]([CH2:28][OH:29])[CH2:26][OH:27]>>[OH:27][CH2:26][CH:25]([NH:24][C:6]([C:8]1[N:9]=[C:10]([Cl:23])[C:11]2[C:16]([C:17]=1[OH:18])=[CH:15][CH:14]=[C:13]([O:19][CH:20]([CH3:21])[CH3:22])[CH:12]=2)=[O:7])[CH2:28][OH:29]. Procedure: Prepared from 1-chloro-4-hydroxy-7-isopropoxy-isoquinoline-3-carboxylic acid butyl ester and 2-amino-propane-1,3-diol analogously to Example C-1: MS-(−)-ion: 353.2.